This data is from the Open Reaction Database (ORD), a public repository of structured organic reaction records. The task is: describe an organic reaction: reactants, conditions, products, and yield Starting materials: C(=O)(OC(C)(C)C)N[C@@H](C)C(=O)NCC1=CC=C(C=C1)NC1=NNC2=NC=NC(=C21)NC2=CC(=CC=C2)Cl (3-[4-(N-{N-Boc-L-alanyl}-aminomethyl)-phenylamino]-4-(3-chloro-phenylamino)-1H-pyrazolo[3,4-d]pyrimidine), Cl (hydrochloric acid). The solvent is C(C)OCC (diethyl ether). Reaction conditions: temperature 20 celsius, time 15 hour. Product: ClC=1C=C(C=CC1)NC1=C2C(=NC=N1)NN=C2NC2=CC=C(C=C2)CNC([C@@H](N)C)=O (4(3chloro-phenylamino)-3-[4-(N-{L-alanyl)-aminomethyl)-phenylamino]-1H-pyrazolo[3,4-d]-pyrimidine). RXN SMILES: C([NH:8][C@H:9]([C:11]([NH:13][CH2:14][C:15]1[CH:20]=[CH:19][C:18]([NH:21][C:22]2[C:30]3[C:25](=[N:26][CH:27]=[N:28][C:29]=3[NH:31][C:32]3[CH:37]=[CH:36][CH:35]=[C:34]([Cl:38])[CH:33]=3)[NH:24][N:23]=2)=[CH:17][CH:16]=1)=[O:12])[CH3:10])(OC(C)(C)C)=O.Cl>C(OCC)C>[Cl:38][C:34]1[CH:33]=[C:32]([NH:31][C:29]2[N:28]=[CH:27][N:26]=[C:25]3[NH:24][N:23]=[C:22]([NH:21][C:18]4[CH:19]=[CH:20][C:15]([CH2:14][NH:13][C:11](=[O:12])[C@H:9]([CH3:10])[NH2:8])=[CH:16][CH:17]=4)[C:30]=23)[CH:37]=[CH:36][CH:35]=1. Reported procedure: A mixture of 100 mg (0.177 mmol) of 3-[4-(N-{N-Boc-L-alanyl}-aminomethyl)-phenylamino]-4-(3-chloro-phenylamino)-1H-pyrazolo[3,4-d]pyrimidine (see Example 85) and 4 ml of 3N methanolic hydrochloric acid is stirred at 20° C. for 15 hours and then about 5 ml of diethyl ether are added. Filtration and washing the filter residue with diethyl ether yield 4(3chloro-phenylamino)-3-[4-(N-{L-alanyl)-aminomethyl)-phenylamino]-1H-pyrazolo[3,4-d]-pyrimidine.1.9 hydrochloride having a water content of 6.36%; ...